This data is from the Open Reaction Database (ORD), a public repository of structured organic reaction records. The task is: describe an organic reaction: reactants, conditions, products, and yield The reactants are CC(C(=O)O)(C1=CC(=CC(=C1)C(F)(F)F)C(F)(F)F)CC=C ((RS)-α-methyl-α-(2-propenyl)-3,5-bis(trifluoromethyl)benzeneacetic acid), Cl.O=C1CCC(CC1)(C1=CC=CC=C1)N (4-oxo-1-phenylcyclohexylamine hydrochloride). The product is O=C1CCC(CC1)(C1=CC=CC=C1)NC(C(C1=CC(=CC(=C1)C(F)(F)F)C(F)(F)F)(CC=C)C)=O ((RS)-N-(4-Oxo-1-phenylcyclohexyl)-α-methyl-α-(2-propenyl)-3,5-bis(trifluoromethyl)benzeneacetamide). As a reaction SMILES: [CH3:1][C:2]([CH2:20][CH:21]=[CH2:22])([C:6]1[CH:11]=[C:10]([C:12]([F:15])([F:14])[F:13])[CH:9]=[C:8]([C:16]([F:19])([F:18])[F:17])[CH:7]=1)[C:3]([OH:5])=O.Cl.[O:24]=[C:25]1[CH2:30][CH2:29][C:28]([NH2:37])([C:31]2[CH:36]=[CH:35][CH:34]=[CH:33][CH:32]=2)[CH2:27][CH2:26]1>>[O:24]=[C:25]1[CH2:26][CH2:27][C:28]([NH:37][C:3](=[O:5])[C:2]([CH3:1])([CH2:20][CH:21]=[CH2:22])[C:6]2[CH:7]=[C:8]([C:16]([F:17])([F:18])[F:19])[CH:9]=[C:10]([C:12]([F:14])([F:15])[F:13])[CH:11]=2)([C:31]2[CH:36]=[CH:35][CH:34]=[CH:33][CH:32]=2)[CH2:29][CH2:30]1 |f:1.2|. Procedure details: Prepared from (RS)-α-methyl-α-(2-propenyl)-3,5-bis(trifluoromethyl)benzeneacetic acid (Description 10) and 4-oxo-1-phenylcyclohexylamine hydrochloride (Description 3) according to the method of Description 11. 1H NMR (360 MHz, CDCl3) δ 7.81 (1H, s), 7.71 (2H, s), 7.35-7.27 (5H, m), 5.58 (1H, br s), 5.57-5.45 (1H, m), 5.09-5.03 (2H, m), 2.81-2.73 (2H, m), 2.66-2.60 (2H, m), 2.48-2.30 (6H, m), and 1.63 (3H, s). Starting materials: CC(C)(C)OC(=O)N1CCC(N)CC1, Clc1ccnc(Cl)n1, CN(C)C=O. Yields the product CC(C)(C)OC(=O)N1CCC(Nc2ccnc(Cl)n2)CC1. Reaction SMILES: [C:9]([CH3:10])([CH3:11])([CH3:12])[O:13][C:14](=[O:15])[N:16]1[CH2:17][CH2:18][CH:19]([NH2:22])[CH2:20][CH2:21]1.[Cl:1][c:2]1[n:3][cH:4][cH:5][c:6]([Cl:8])[n:7]1.[O:23]=[CH:24][N:25]([CH3:26])[CH3:27]>>[Cl:1][c:2]1[n:3][cH:4][cH:5][c:6]([NH:22][CH:19]2[CH2:18][CH2:17][N:16]([C:14]([O:13][C:9]([CH3:10])([CH3:11])[CH3:12])=[O:15])[CH2:21][CH2:20]2)[n:7]1. Reactants: CC#N, CC(OC(=O)Nc1ccc(-c2c(C#N)c3ccc(OCCCl)cc3n2C2CCC2)cc1)C1CC1, [I-], [Na+], [Na], CN(C)C=O, c1nc[nH]n1. Yields the product CC(OC(=O)Nc1ccc(-c2c(C#N)c3ccc(OCCn4cncn4)cc3n2C2CCC2)cc1)C1CC1. RXN SMILES: [CH3:43][C:44]#[N:45].[CH:1]1([CH:4]([CH3:5])[O:6][C:7]([NH:8][c:9]2[cH:10][cH:11][c:12](-[c:15]3[n:16]([CH:30]4[CH2:31][CH2:32][CH2:33]4)[c:17]4[cH:18][c:19]([O:26][CH2:27][CH2:28][Cl:29])[cH:20][cH:21][c:22]4[c:23]3[C:24]#[N:25])[cH:13][cH:14]2)=[O:34])[CH2:2][CH2:3]1.[I-:36].[Na+:35].[Na:37].[O:46]=[CH:47][N:48]([CH3:49])[CH3:50].[nH:38]1[n:39][cH:40][n:41][cH:42]1>>[CH:1]1([CH:4]([CH3:5])[O:6][C:7]([NH:8][c:9]2[cH:10][cH:11][c:12](-[c:15]3[n:16]([CH:30]4[CH2:31][CH2:32][CH2:33]4)[c:17]4[cH:18][c:19]([O:26][CH2:27][CH2:28][n:38]5[n:39][cH:40][n:41][cH:42]5)[cH:20][cH:21][c:22]4[c:23]3[C:24]#[N:25])[cH:13][cH:14]2)=[O:34])[CH2:2][CH2:3]1. The reactants are NC=1C(=C(C(=O)N)C=CC1Cl)Cl (3-Amino-2,4-dichloro-benzamide), [H-].[H-].[H-].[H-].[Li+].[Al+3] (LiAlH4). Run in C1CCOC1 (THF), C1CCOC1 (THF). Conditions: time 10 hour. Product: NC=1C(=C(CN)C=CC1Cl)Cl (3-Amino-2,4-dichloro-benzylamine). RXN SMILES: [NH2:1][C:2]1[C:3]([Cl:12])=[C:4]([CH:8]=[CH:9][C:10]=1[Cl:11])[C:5]([NH2:7])=O.[H-].[H-].[H-].[H-].[Li+].[Al+3]>C1COCC1>[NH2:1][C:2]1[C:3]([Cl:12])=[C:4]([CH:8]=[CH:9][C:10]=1[Cl:11])[CH2:5][NH2:7] |f:1.2.3.4.5.6|. Procedure: 3-Amino-2,4-dichloro-benzamide (2.00 g, 9.8 mmol) in THF (45 mL) is added dropwise to LiAlH4 (1 M in THF, 24.4 mL) in THF (45 mL). The reaction mixture is stirred for 1 h at rt and 10 h at reflux. Excess LiAlH4 is destroyed under cooling as described by L. F. Fieser & M. Fieser Vol 1, p 584 Wiley 1967. After 30 min the mixture is filtered and the filtrate is concentrated to give the sub-title compound.